describe an organic reaction: reactants, conditions, products, and yield From a dataset of the Open Reaction Database (ORD), a public repository of structured organic reaction records. Reported procedure: The title compound is prepared analogously to Example 11 from benzoic acid 6-(5-hydroxy-4,4-dimethylpentyl)-3-(1,1,4-trioxo-1,2,5-thiadiazolidin-2-yl)-naphthalen-2-yl ester and 1 N NaOH solution to replace KOH: Retention time=1.05 min (Method A); (M−H)−=391. The reactants are OCC(CCCC=1C=C2C=C(C(=CC2=CC1)OC(C1=CC=CC=C1)=O)N1S(NC(C1)=O)(=O)=O)(C)C (benzoic acid 6-(5-hydroxy-4,4-dimethylpentyl)-3-(1,1,4-trioxo-1,2,5-thiadiazolidin-2-yl)-naphthalen-2-yl ester), [OH-].[Na+] (NaOH), [OH-].[K+] (KOH). Reaction SMILES: [OH:1][CH2:2][C:3]([CH3:35])([CH3:34])[CH2:4][CH2:5][CH2:6][C:7]1[CH:8]=[C:9]2[C:14](=[CH:15][CH:16]=1)[CH:13]=[C:12]([O:17]C(=O)C1C=CC=CC=1)[C:11]([N:26]1[CH2:30][C:29](=[O:31])[NH:28][S:27]1(=[O:33])=[O:32])=[CH:10]2.[OH-].[Na+].[OH-].[K+]>>[OH:17][C:12]1[C:11]([N:26]2[S:27](=[O:33])(=[O:32])[NH:28][C:29](=[O:31])[CH2:30]2)=[CH:10][C:9]2[C:14]([CH:13]=1)=[CH:15][CH:16]=[C:7]([CH2:6][CH2:5][CH2:4][C:3]([CH3:34])([CH3:35])[CH2:2][OH:1])[CH:8]=2 |f:1.2,3.4|. Product: OC=1C(=CC2=CC(=CC=C2C1)CCCC(CO)(C)C)N1CC(NS1(=O)=O)=O (5-[3-Hydroxy-7-(5-hydroxy-4,4-dimethylpentyl)-naphthalen-2-yl]-1,1-dioxo-1,2,5-thiadiazolidin-3-one). Reactants: [N+](=O)([O-])C=1NC=CN1 (2-nitroimidazole), ClCCCN1C(OCC1)=O (3-(3-chloropropyl)-2-oxazolidinone). Run at temperature 60 celsius, time 18 hour. The product is [N+](=O)([O-])C=1N(C=CN1)CCCN1C(OCC1)=O (3-[3-(2-Nitro-1H-imidazol-1-yl)propyl]-2-oxazolidinone). Isolated yield 81.7%. Reaction SMILES: [N+:1]([C:4]1[NH:5][CH:6]=[CH:7][N:8]=1)([O-:3])=[O:2].Cl[CH2:10][CH2:11][CH2:12][N:13]1[CH2:17][CH2:16][O:15][C:14]1=[O:18]>>[N+:1]([C:4]1[N:5]([CH2:10][CH2:11][CH2:12][N:13]2[CH2:17][CH2:16][O:15][C:14]2=[O:18])[CH:6]=[CH:7][N:8]=1)([O-:3])=[O:2]. Procedure details: A mixture of 6 % of 2-nitroimidazole (53 mmol) and 7.32 % of KzCO3 was heated at 60° C. for 0.5 hours. Then 8.6 % (53 mmol) of 3-(3-chloropropyl)-2-oxazolidinone (Ann. Pharm. Franc., 13, 565 (1955)) was added and stirring continued for 18 hours at 60° C. The mixture was then cooled and concentrated. The residue was partitioned between CHCl3 and water, the organic layer was dried and concentrated to give 10.4 g of a solid which was recrystallized from ethanol to provide 5.4 g (42%) of the desired... Reactants: [BH4-], COC(C)(C)C, CC(=O)O, CC(C=O)CC(C)Cc1ccccc1, CO, [Na+], O. The product is CC(CO)CC(C)Cc1ccccc1. RXN SMILES: [BH4-:19].[C:24]([O:25][CH3:26])([CH3:27])([CH3:28])[CH3:29].[CH3:15][C:16](=[O:17])[OH:18].[CH3:1][CH:2]([CH:3]=[O:4])[CH2:5][CH:6]([CH2:7][c:8]1[cH:9][cH:10][cH:11][cH:12][cH:13]1)[CH3:14].[CH3:22][OH:23].[Na+:20].[OH2:21]>>[CH3:1][CH:2]([CH2:3][OH:4])[CH2:5][CH:6]([CH2:7][c:8]1[cH:9][cH:10][cH:11][cH:12][cH:13]1)[CH3:14]. The reactants are NC1=NC2=CC=C(C(=C2C(=N1)N)Cl)N (2,4,6-triamino-5-chloroquinazoline), COC=1C=C(C=O)C=C(C1OC)OC (3,4,5-trimethoxybenzaldehyde), [H][H] (hydrogen). The reagents and catalysts are [Ni] (Raney nickel). Solvent: C(C)OCCO (2-ethoxyethanol). The product is NC1=NC=2C=CC(CC2C(=N1)N)=NCC1=CC(=C(C(=C1)OC)OC)OC (2,4-diamino-6-[(3,4,5-trimethoxyphenylmethyl)imino]quinazoline). As a reaction SMILES: [NH2:1][C:2]1[N:11]=[C:10]([NH2:12])[C:9]2[C:4](=[CH:5][CH:6]=[C:7]([NH2:14])[C:8]=2Cl)[N:3]=1.[CH3:15][O:16][C:17]1[CH:18]=[C:19]([CH:22]=[C:23]([O:27][CH3:28])[C:24]=1[O:25][CH3:26])[CH:20]=O.[H][H]>[Ni].C(OCCO)C>[NH2:1][C:2]1[N:11]=[C:10]([NH2:12])[C:9]2[CH2:8][C:7](=[N:14][CH2:20][C:19]3[CH:22]=[C:23]([O:27][CH3:28])[C:24]([O:25][CH3:26])=[C:17]([O:16][CH3:15])[CH:18]=3)[CH:6]=[CH:5][C:4]=2[N:3]=1. Procedure: In a similar manner, 2,4,6-triamino-5-chloroquinazoline can be reacted with 3,4,5-trimethoxybenzaldehyde and hydrogen in the presence of Raney nickel in 2-ethoxyethanol, affording the corresponding 2,4-diamino-6-[(3,4,5-trimethoxyphenylmethyl)imino]quinazoline. Step C of Example 15 describes in detail the preparation of this compound. In a similar manner there may also be prepared 2,4-diamino-6-(substituted-aminomethyl)quinazolines. The reactants are CC(C)O, Clc1ncc(Br)cn1, S=c1nccc[nH]1. The product is Brc1cnc(Sc2ncccn2)nc1. RXN SMILES: [CH:16]([OH:17])([CH3:18])[CH3:19].[Cl:1][c:2]1[n:3][cH:4][c:5]([Br:8])[cH:6][n:7]1.[nH:9]1[c:10](=[S:15])[n:11][cH:12][cH:13][cH:14]1>>[c:2]1([S:15][c:10]2[n:9][cH:14][cH:13][cH:12][n:11]2)[n:3][cH:4][c:5]([Br:8])[cH:6][n:7]1. The reactants are 5-haloisobenzofuran-1,3-dione, BrC=1C=C2C(OC(C2=CC1)=O)=O (5-bromoisobenzofuran-1,3-dione), C#C (ethyne). Product: C(#CC=1C=C2C(OC(C2=CC1)=O)=O)C=1C=C2C(OC(C2=CC1)=O)=O (5,5′-(ethyne-1,2-diyl)bis(isobenzofuran-1,3-dione)). Reaction SMILES: Br[C:2]1[CH:3]=[C:4]2[C:8](=[CH:9][CH:10]=1)[C:7](=[O:11])[O:6][C:5]2=[O:12].[CH:13]#[CH:14]>>[C:13]([C:10]1[CH:9]=[C:8]2[C:4](=[CH:3][CH:2]=1)[C:5](=[O:12])[O:6][C:7]2=[O:11])#[C:14][C:2]1[CH:3]=[C:4]2[C:8](=[CH:9][CH:10]=1)[C:7](=[O:11])[O:6][C:5]2=[O:12]. Procedure details: According to an aspect of the invention, a 5-haloisobenzofuran-1,3-dione, such as 5-bromoisobenzofuran-1,3-dione, is reacted with ethyne to obtain 5,5′-(ethyne-1,2-diyl)bis(isobenzofuran-1,3-dione). The reactants are FC=1C=C(OC2=CC=C(C=C2)C2=NN(C3=NC=NC(=C32)N)[C@H]3CNCCC3)C=C(C1)F (3-[4-(3,5-difluorophenoxy)phenyl]-1-[(3R)-piperidin-3-yl]-1H-pyrazolo[3,4-d]pyrimidin-4-amine), C(#N)CC(=O)O (2-cyanoacetic acid), N1(C=NC=C1)C(=O)N1C=NC=C1 (1-[(1H-imidazol-1-yl)carbonyl]-1H-imidazole). Run in ClCCl (dichloromethane), ClCCl (dichloromethane). Conditions: time 24 hour. Product: NC1=C2C(=NC=N1)N(N=C2C2=CC=C(C=C2)OC2=CC(=CC(=C2)F)F)[C@H]2CN(CCC2)C(CC#N)=O (3-[(3R)-3-[4-amino-3-[4-(3,5-difluorophenoxy)phenyl]-1H-pyrazolo[3,4-d]pyrimidin-1-yl]piperidin-1-yl]-3-oxopropanenitrile). Yield: 61.3%. As a reaction SMILES: [F:1][C:2]1[CH:3]=[C:4]([CH:28]=[C:29]([F:31])[CH:30]=1)[O:5][C:6]1[CH:11]=[CH:10][C:9]([C:12]2[C:20]3[C:15](=[N:16][CH:17]=[N:18][C:19]=3[NH2:21])[N:14]([C@@H:22]3[CH2:27][CH2:26][CH2:25][NH:24][CH2:23]3)[N:13]=2)=[CH:8][CH:7]=1.[C:32]([CH2:34][C:35](O)=[O:36])#[N:33].N1(C(N2C=CN=C2)=O)C=CN=C1>ClCCl>[NH2:21][C:19]1[N:18]=[CH:17][N:16]=[C:15]2[N:14]([C@@H:22]3[CH2:27][CH2:26][CH2:25][N:24]([C:35](=[O:36])[CH2:34][C:32]#[N:33])[CH2:23]3)[N:13]=[C:12]([C:9]3[CH:10]=[CH:11][C:6]([O:5][C:4]4[CH:28]=[C:29]([F:31])[CH:30]=[C:2]([F:1])[CH:3]=4)=[CH:7][CH:8]=3)[C:20]=12. Reported procedure: Into a 100-mL round-bottom flask, was placed a solution of 3-[4-(3,5-difluorophenoxy)phenyl]-1-[(3R)-piperidin-3-yl]-1H-pyrazolo[3,4-d]pyrimidin-4-amine (210 mg, 0.50 mmol, 1.00 equiv) in dichloromethane (50 mL), 2-cyanoacetic acid (63 mg, 0.74 mmol, 1.50 equiv), and 1-[(1H-imidazol-1-yl)carbonyl]-1H-imidazole (120 mg, 0.74 mmol, 1.50 equiv). The resulting solution was stirred for 24 h at room temperature and then diluted with dichloromethane. The resulting mixture was washed with NH4Cl and drie... The reactants are S1C(=CC=C1)C=CC(=O)OC (methyl 3-(2-thienyl)propenoate), C12(CC3CC(CC(C1)C3)C2)CCN2C(=NC=C2C=O)CCCC (1-[2-(1-adamantyl)ethyl]-2-n-butyl-imidazol-5-carboxaldehyde), C(C)(C)NC(C)C (Diisopropylamine), [Cl-].[NH4+] (ammonium chloride), C(CCC)[Li] (n-butyl lithium). The solvent is O1CCCC1 (tetrahydrofuran), O1CCCC1 (tetrahydrofuran), O1CCCC1 (tetrahydrofuran), O (water), CCCCCC (hexane). Run at time 15 minute. Yields the product C12(CC3CC(CC(C1)C3)C2)CCN2C(=NC=C2C(C(C(=O)OC)CC=2SC=CC2)O)CCCC (methyl 3-[1-(2-(1-adamantyl)ethyl)2-n-butyl-1H-imidazol-5-yl]-3-hydroxy-2-(2-thienylmethyl)propanoate). As a reaction SMILES: C(NC(C)C)(C)C.C([Li])CCC.[S:13]1[CH:17]=[CH:16][CH:15]=[C:14]1[CH:18]=[CH:19][C:20]([O:22][CH3:23])=[O:21].[C:24]12([CH2:34][CH2:35][N:36]3[C:40]([CH:41]=[O:42])=[CH:39][N:38]=[C:37]3[CH2:43][CH2:44][CH2:45][CH3:46])[CH2:33][CH:28]3[CH2:29][CH:30]([CH2:32][CH:26]([CH2:27]3)[CH2:25]1)[CH2:31]2.[Cl-].[NH4+]>CCCCCC.O1CCCC1.O>[C:24]12([CH2:34][CH2:35][N:36]3[C:40]([CH:41]([OH:42])[CH:19]([CH2:18][C:14]4[S:13][CH:17]=[CH:16][CH:15]=4)[C:20]([O:22][CH3:23])=[O:21])=[CH:39][N:38]=[C:37]3[CH2:43][CH2:44][CH2:45][CH3:46])[CH2:33][CH:28]3[CH2:29][CH:30]([CH2:32][CH:26]([CH2:27]3)[CH2:25]1)[CH2:31]2 |f:4.5|. Procedure: Diisopropylamine (0.563 g) was covered with 5 ml of tetrahydrofuran and 2 ml of 2.5M n-butyl lithium in hexane was added. The mixture was stirred for 15 minutes, then methyl 3-(2-thienyl)propenoate (0.89 g) in 3 ml of tetrahydrofuran was added. After 20 minutes, 1.04 g of 1-[2-(1-adamantyl)ethyl]-2-n-butyl-imidazol-5-carboxaldehyde in 3 ml of tetrahydrofuran was added and the mixture was stirred for 30 minutes at -78° C. The mixture was poured into 40 ml of saturated ammonium chloride in water, ...